This data is from the Open Reaction Database (ORD), a public repository of structured organic reaction records. The task is: describe an organic reaction: reactants, conditions, products, and yield Starting materials: BrC1=CC=C(C=C1)[C@H]1[C@@H](C1)CN1[C@@H](CCC1)C (1-[2-(4-bromo-phenyl)-(1R,2R)-cyclopropylmethyl]-(2R)-2-methylpyrrolidine), product, C(#N)C1=CC=C(C=C1)B(O)O (4-cyanophenylboronic acid), C([O-])([O-])=O.[K+].[K+] (potassium carbonate). Reagents/catalysts: Cl[Pd]([P](C1=CC=CC=C1)(C2=CC=CC=C2)C3=CC=CC=C3)([P](C4=CC=CC=C4)(C5=CC=CC=C5)C6=CC=CC=C6)Cl (dichlorobis(triphenylphosphine)palladium(II)). Run in C(C)(C)O (isopropyl alcohol). Reaction conditions: temperature 90 celsius. Yields the product C[C@H]1N(CCC1)C[C@H]1[C@@H](C1)C1=CC=C(C=C1)C1=CC=C(C=C1)C#N (4′-((1R,2R)-2-{[(2R)-2-Methylpyrrolidin-1-yl]methyl}cyclopropyl)-1,1′-biphenyl-4-carbonitrile). Reaction SMILES: Br[C:2]1[CH:7]=[CH:6][C:5]([C@@H:8]2[CH2:10][C@H:9]2[CH2:11][N:12]2[CH2:16][CH2:15][CH2:14][C@H:13]2[CH3:17])=[CH:4][CH:3]=1.[C:18]([C:20]1[CH:25]=[CH:24][C:23](B(O)O)=[CH:22][CH:21]=1)#[N:19].C(=O)([O-])[O-].[K+].[K+]>C(O)(C)C.Cl[Pd](Cl)([P](C1C=CC=CC=1)(C1C=CC=CC=1)C1C=CC=CC=1)[P](C1C=CC=CC=1)(C1C=CC=CC=1)C1C=CC=CC=1>[CH3:17][C@@H:13]1[CH2:14][CH2:15][CH2:16][N:12]1[CH2:11][C@@H:9]1[CH2:10][C@H:8]1[C:5]1[CH:6]=[CH:7][C:2]([C:23]2[CH:24]=[CH:25][C:20]([C:18]#[N:19])=[CH:21][CH:22]=2)=[CH:3][CH:4]=1 |f:2.3.4,^1:41,60|. Procedure details: To a solution of 1-[2-(4-bromo-phenyl)-(1R,2R)-cyclopropylmethyl]-(2R)-2-methylpyrrolidine (product of Example 3C,50 mg, 0.17 mmol) in isopropyl alcohol (4 mL) under an atmosphere of nitrogen was added 4-cyanophenylboronic acid (30 mg, 0.2 mmol), dichlorobis(triphenylphosphine)palladium(II) (6 mg, 8.5 μmol) and potassium carbonate (59 mg, 0.43 mmol). The mixture was heated to 90° C. for 5 hours, cooled to ambient temperature and partitioned between ethyl acetate (25 mL) and H2O (10 mL). The orga... Reactants: BrC1=CC=C2C=CC3=CC=CC4=CC=C1C2=C34 (1-Bromopyrene), C1(=CC=CC=C1)N (C6H5NH2), P(C(C)(C)C)(C(C)(C)C)C(C)(C)C (P(t-Bu)3), CC(C)([O-])C.[Na+] (sodium t-butoxide). Reagents/catalysts: C=1C=CC(=CC1)/C=C/C(=O)/C=C/C2=CC=CC=C2.C=1C=CC(=CC1)/C=C/C(=O)/C=C/C2=CC=CC=C2.[Pd] (Pd(dba)2). The solvent is C1(=CC=CC=C1)C (Toluene). Reaction conditions: time 8 hour. The product is C1(=CC=CC=C1)NC1=CC=C2C=CC3=CC=CC4=CC=C1C2=C34 (phenyl-pyren-1-yl-amine). The yield is 89.0%. RXN SMILES: Br[C:2]1[C:15]2[C:16]3=[C:17]4[C:12](=[CH:13][CH:14]=2)[CH:11]=[CH:10][CH:9]=[C:8]4[CH:7]=[CH:6][C:5]3=[CH:4][CH:3]=1.[C:18]1([NH2:24])[CH:23]=[CH:22][CH:21]=[CH:20][CH:19]=1.P(C(C)(C)C)(C(C)(C)C)C(C)(C)C.CC(C)([O-])C.[Na+]>C1C=CC(/C=C/C(/C=C/C2C=CC=CC=2)=O)=CC=1.C1C=CC(/C=C/C(/C=C/C2C=CC=CC=2)=O)=CC=1.[Pd].C1(C)C=CC=CC=1>[C:18]1([NH:24][C:2]2[C:15]3[C:16]4=[C:17]5[C:12](=[CH:13][CH:14]=3)[CH:11]=[CH:10][CH:9]=[C:8]5[CH:7]=[CH:6][C:5]4=[CH:4][CH:3]=2)[CH:23]=[CH:22][CH:21]=[CH:20][CH:19]=1 |f:3.4,5.6.7|. Procedure: 1-Bromopyrene (10 mmol), C6H5NH2 (12 mmol), Pd(dba)2 (0.20 mmol), P(t-Bu)3 (0.20-0.30 mmol) and sodium t-butoxide (1.44 g, 15 mmol) were charged in a two-necked flask under a nitrogen atmosphere. Toluene (25 ml) was added and the resulting violet solution was stirred at room temperature for 8 hours. During this period the contents of the flask became a pale yellow fluorescent solution. The reaction was quenched with water (30 ml) and the organic layer was taken into 100 ml diethyl ether, washed ... The reactants are ClC(=O)OCC (Ethyl chloroformate), [OH-].[Na+] (sodium hydroxide), NCC(CC(=O)O)C1=CC(=C(C=C1)Cl)Cl (4-amino-3-(3,4-dichlorophenyl)butyric acid), ice water. Run at temperature 0 celsius, time 30 minute. Yields the product C(C)OC(=O)NCC(CC(=O)O)C1=CC(=C(C=C1)Cl)Cl (4-Ethoxycarbonylamino-3-(3,4-dichlorophenyl)butyric Acid). Isolated yield 99.9%. RXN SMILES: Cl[C:2]([O:4][CH2:5][CH3:6])=[O:3].[OH-].[Na+].[NH2:9][CH2:10][CH:11]([C:16]1[CH:21]=[CH:20][C:19]([Cl:22])=[C:18]([Cl:23])[CH:17]=1)[CH2:12][C:13]([OH:15])=[O:14]>>[CH2:5]([O:4][C:2]([NH:9][CH2:10][CH:11]([C:16]1[CH:21]=[CH:20][C:19]([Cl:22])=[C:18]([Cl:23])[CH:17]=1)[CH2:12][C:13]([OH:15])=[O:14])=[O:3])[CH3:6] |f:1.2|. Reported procedure: Ethyl chloroformate (3.19 g, 29.4 mmol) was added to a 2N sodium hydroxide solution (26.3 ml, 52.4 mmol) of 4-amino-3-(3,4-dichlorophenyl)butyric acid (5.61 g, 22.6 mmol) under cooling with ice water and the mixture was stirred at 0° C. for 30 minutes and then at room temperature for 4 hours. The reaction solution was washed with diethyl ether and the aqueous layer was adjusted to a pH of about 2 with 1N hydrochloric acid and extracted with diethyl ether. The organic layer was dried over anhydro... The reactants are ClC1=CC=C(C=C1)C1=C(C=NC(=C1)F)CN1CCN(CC1)C(=O)OC(C)(C)C (tert-butyl 4-((4-(4-chlorophenyl)-6-fluoropyridin-3-yl)methyl)piperazine-1-carboxylate), Cl (HCl), O1CCCC1 (tetrahydrofuran). Yields the product ClC1=CC=C(C=C1)C=1C(=CNC(C1)=O)CN1CCN(CC1)C(=O)OC(C)(C)C (tert-butyl 4-((4-(4-chlorophenyl)-6-oxo-1,6-dihydropyridin-3-yl)methyl)piperazine-1-carboxylate). RXN SMILES: [Cl:1][C:2]1[CH:7]=[CH:6][C:5]([C:8]2[CH:13]=[C:12](F)[N:11]=[CH:10][C:9]=2[CH2:15][N:16]2[CH2:21][CH2:20][N:19]([C:22]([O:24][C:25]([CH3:28])([CH3:27])[CH3:26])=[O:23])[CH2:18][CH2:17]2)=[CH:4][CH:3]=1.Cl.[O:30]1CCCC1>>[Cl:1][C:2]1[CH:7]=[CH:6][C:5]([C:8]2[C:9]([CH2:15][N:16]3[CH2:21][CH2:20][N:19]([C:22]([O:24][C:25]([CH3:28])([CH3:27])[CH3:26])=[O:23])[CH2:18][CH2:17]3)=[CH:10][NH:11][C:12](=[O:30])[CH:13]=2)=[CH:4][CH:3]=1. Procedure: A mixture of EXAMPLE 307C (1.6 g) and 5% HCl (20 mL) in tetrahydrofuran (20 mL) was heated at 80° C. overnight. The solvent was removed to dryness. This solid was re-dissolved and added to tetrahydrofuran (50 mL). To this mixture were added BOC2O (di-t-butyl-dicarbonate) (1.118 g), triethylamine (0.72 mL), and 4-dimethylamionpyridine (1.4 g). The reactants are CCOCCO, N#Cc1cnc2cc3c(cc2c1Cl)ncn3CCN1CCOCC1, Cl, Nc1ccc(Oc2ccccc2)cc1, c1ccncc1. Yields the product N#Cc1cnc2cc3c(cc2c1Nc1ccc(Oc2ccccc2)cc1)ncn3CCN1CCOCC1. As a reaction SMILES: [CH3:46][CH2:47][O:48][CH2:49][CH2:50][OH:51].[Cl:1][c:2]1[c:3]([C:23]#[N:24])[cH:4][n:5][c:6]2[cH:7][c:8]3[c:9]([cH:10][c:11]12)[n:12][cH:13][n:14]3[CH2:15][CH2:16][N:17]1[CH2:18][CH2:19][O:20][CH2:21][CH2:22]1.[ClH:39].[O:25]([c:26]1[cH:27][cH:28][cH:29][cH:30][cH:31]1)[c:32]1[cH:33][cH:34][c:35]([NH2:36])[cH:37][cH:38]1.[n:40]1[cH:41][cH:42][cH:43][cH:44][cH:45]1>>[c:2]1([NH:36][c:35]2[cH:34][cH:33][c:32]([O:25][c:26]3[cH:27][cH:28][cH:29][cH:30][cH:31]3)[cH:38][cH:37]2)[c:3]([C:23]#[N:24])[cH:4][n:5][c:6]2[cH:7][c:8]3[c:9]([cH:10][c:11]12)[n:12][cH:13][n:14]3[CH2:15][CH2:16][N:17]1[CH2:18][CH2:19][O:20][CH2:21][CH2:22]1. Reactants: COC1=CC=C(C=C1)C=1N=C(SC1)N (4-(4-Methoxyphenyl)-1,3-thiazol-2-amine), C(C)(=O)OCC (ethyl acetate), BrCC1=CC=C(C#N)C=C1 (4-bromomethyl-benzonitrile), C(C)(C)N(C(C)C)CC (N,N-Diisopropylethylamine). The solvent is CN(C=O)C (dimethylformamide). Reaction conditions: temperature 100 celsius. The product is COC1=CC=C(C=C1)C=1N=C(SC1)NCC1=CC=C(C#N)C=C1 (4-{[4-(4-Methoxy-phenyl)-thiazol-2-ylamino]-methyl}-benzonitrile). Isolated yield 34.3%. As a reaction SMILES: [CH3:1][O:2][C:3]1[CH:8]=[CH:7][C:6]([C:9]2[N:10]=[C:11]([NH2:14])[S:12][CH:13]=2)=[CH:5][CH:4]=1.Br[CH2:16][C:17]1[CH:24]=[CH:23][C:20]([C:21]#[N:22])=[CH:19][CH:18]=1.C(N(CC)C(C)C)(C)C.C(OCC)(=O)C>CN(C)C=O>[CH3:1][O:2][C:3]1[CH:4]=[CH:5][C:6]([C:9]2[N:10]=[C:11]([NH:14][CH2:16][C:17]3[CH:24]=[CH:23][C:20]([C:21]#[N:22])=[CH:19][CH:18]=3)[S:12][CH:13]=2)=[CH:7][CH:8]=1. Procedure details: 5.0 g 4-(4-Methoxyphenyl)-1,3-thiazol-2-amine, 4.29 g 4-bromomethyl-benzonitrile and 6.0 ml N,N-Diisopropylethylamine were suspended in 20 ml dimethylformamide. The reaction mixture was stirred under microwave irradiation at 100° C. for thirty minutes. The cooled reaction mixture was diluted by the addition of 100 ml ethyl acetate and washed 50 ml saturated NaHCO3 solution and the dried over MgSO4. The solvent was removed in vacuo and the resulting residue was purified by chromatography on silic... Reactants: CCN=C=O, ClCCl, CC(C)(O)CN. The product is CCNC(=O)NCC(C)(C)O. As a reaction SMILES: [CH2:7]([CH3:8])[N:9]=[C:10]=[O:11].[Cl:12][CH2:13][Cl:14].[NH2:1][CH2:2][C:3]([CH3:4])([OH:5])[CH3:6]>>[NH:1]([CH2:2][C:3]([CH3:4])([OH:5])[CH3:6])[C:10]([NH:9][CH2:7][CH3:8])=[O:11].